This data is from the Open Reaction Database (ORD), a public repository of structured organic reaction records. The task is: describe an organic reaction: reactants, conditions, products, and yield Starting materials: CC(C)(C)OC(=O)N1CCC(c2ccc(S(=O)(=O)c3cccc(F)c3)cc2OCCO)C1, C1COCCO1, Cl. The product is Cl, O=S(=O)(c1cccc(F)c1)c1ccc(C2CCNC2)c(OCCO)c1. As a reaction SMILES: [C:2]([O:3][C:4](=[O:5])[N:9]1[CH2:10][CH:11]([c:14]2[c:15]([O:30][CH2:31][CH2:32][OH:33])[cH:16][c:17]([S:20](=[O:21])(=[O:22])[c:23]3[cH:24][c:25]([F:29])[cH:26][cH:27][cH:28]3)[cH:18][cH:19]2)[CH2:12][CH2:13]1)([CH3:6])([CH3:7])[CH3:8].[CH2:34]1[O:35][CH2:36][CH2:37][O:38][CH2:39]1.[ClH:1]>>[ClH:1].[NH:9]1[CH2:10][CH:11]([c:14]2[c:15]([O:30][CH2:31][CH2:32][OH:33])[cH:16][c:17]([S:20](=[O:21])(=[O:22])[c:23]3[cH:24][c:25]([F:29])[cH:26][cH:27][cH:28]3)[cH:18][cH:19]2)[CH2:12][CH2:13]1. Starting materials: CC(=O)OC1CCC=CC1=O, O=C([O-])[O-], CCCCOCN(Cc1ccccc1)C[Si](C)(C)C, ClCCl, [K+], [K+], O=C(O)C(F)(F)F. Product: CC(=O)OC1CCC2CN(Cc3ccccc3)CC2C1=O. Reaction SMILES: [C:1]([CH3:2])(=[O:3])[O:4][CH:5]1[CH2:6][CH2:7][CH:8]=[CH:9][C:10]1=[O:11].[C:38](=[O:39])([O-:40])[O-:41].[CH2:12]([O:13][CH2:17][N:18]([CH2:19][Si:14]([CH3:15])([CH3:16])[CH3:20])[CH2:24][c:25]1[cH:26][cH:27][cH:28][cH:29][cH:30]1)[CH2:21][CH2:22][CH3:23].[Cl:44][CH2:45][Cl:46].[K+:42].[K+:43].[OH:31][C:32]([C:33]([F:34])([F:35])[F:36])=[O:37]>>[C:1]([CH3:2])(=[O:3])[O:4][CH:5]1[CH2:6][CH2:7][CH:8]2[CH:9]([C:10]1=[O:11])[CH2:17][N:18]([CH2:24][c:25]1[cH:26][cH:27][cH:28][cH:29][cH:30]1)[CH2:19]2. The reactants are O=C([O-])[O-], CC1(C)OB(c2ccc(Nc3cccc(OCc4ccccc4)n3)cc2)OC1(C)C, CC#N, CC(=O)[O-], CC1COCCN1c1nc(Cl)nc2c1CCN(C(=O)OC(C)(C)C)C2, [K+], [K+], [K+], O, c1ccc(P(c2ccccc2)(c2ccccc2)[Pd](P(c2ccccc2)(c2ccccc2)c2ccccc2)(P(c2ccccc2)(c2ccccc2)c2ccccc2)P(c2ccccc2)(c2ccccc2)c2ccccc2)cc1. Yields the product CC1COCCN1c1nc(-c2ccc(Nc3cccc(OCc4ccccc4)n3)cc2)nc2c1CCN(C(=O)OC(C)(C)C)C2. As a reaction SMILES: [C:56](=[O:57])([O-:58])[O-:59].[CH2:26]([c:27]1[cH:28][cH:29][cH:30][cH:31][cH:32]1)[O:33][c:34]1[cH:35][cH:36][cH:37][c:38]([NH:40][c:41]2[cH:42][cH:43][c:44]([B:47]3[O:48][C:49]([CH3:50])([CH3:51])[C:52]([CH3:53])([CH3:54])[O:55]3)[cH:45][cH:46]2)[n:39]1.[CH3:145][C:146]#[N:147].[CH3:63][C:64](=[O:65])[O-:66].[Cl:1][c:2]1[n:3][c:4]([N:19]2[CH:20]([CH3:25])[CH2:21][O:22][CH2:23][CH2:24]2)[c:5]2[c:6]([n:7]1)[CH2:8][N:9]([C:12](=[O:13])[O:14][C:15]([CH3:16])([CH3:17])[CH3:18])[CH2:10][CH2:11]2.[K+:60].[K+:61].[K+:62].[OH2:144].[cH:67]1[cH:68][cH:69][c:70]([P:71]([Pd:72]([P:73]([c:74]2[cH:75][cH:76][cH:77][cH:78][cH:79]2)([c:80]2[cH:81][cH:82][cH:83][cH:84][cH:85]2)[c:86]2[cH:87][cH:88][cH:89][cH:90][cH:91]2)([P:92]([c:93]2[cH:94][cH:95][cH:96][cH:97][cH:98]2)([c:99]2[cH:100][cH:101][cH:102][cH:103][cH:104]2)[c:105]2[cH:106][cH:107][cH:108][cH:109][cH:110]2)[P:111]([c:112]2[cH:113][cH:114][cH:115][cH:116][cH:117]2)([c:118]2[cH:119][cH:120][cH:121][cH:122][cH:123]2)[c:124]2[cH:125][cH:126][cH:127][cH:128][cH:129]2)([c:130]2[cH:131][cH:132][cH:133][cH:134][cH:135]2)[c:136]2[cH:137][cH:138][cH:139][cH:140][cH:141]2)[cH:142][cH:143]1>>[c:2]1(-[c:44]2[cH:43][cH:42][c:41]([NH:40][c:38]3[cH:37][cH:36][cH:35][c:34]([O:33][CH2:26][c:27]4[cH:28][cH:29][cH:30][cH:31][cH:32]4)[n:39]3)[cH:46][cH:45]2)[n:3][c:4]([N:19]2[CH:20]([CH3:25])[CH2:21][O:22][CH2:23][CH2:24]2)[c:5]2[c:6]([n:7]1)[CH2:8][N:9]([C:12](=[O:13])[O:14][C:15]([CH3:16])([CH3:17])[CH3:18])[CH2:10][CH2:11]2.